Dataset: the Open Reaction Database (ORD), a public repository of structured organic reaction records. Task: describe an organic reaction: reactants, conditions, products, and yield Starting materials: S(=O)(O)[O-].[Na+] (sodium hydrogen sulfite), ice, S(=O)(O)[O-].[Na+] (sodium hydrogen sulfite), [I-].[Na+] (sodium iodide), BrC(C=1C(=CC=CC1)C(Br)Br)Br (α,α,α',α'-tetrabromo-o-xylene), C(\C=C\C#N)#N (fumaronitrile). Solvent: CN(C=O)C (N,N-dimethylformamide). Run at temperature 75 celsius, time 7 hour. Product: C(#N)C1=CC2=CC=CC=C2C=C1C#N (2,3-dicyanonaphthalene). Yield: 73.0%. RXN SMILES: [I-].[Na+].Br[CH:4](Br)[C:5]1[C:6]([CH:11](Br)Br)=[CH:7][CH:8]=[CH:9][CH:10]=1.[C:15](#[N:20])/[CH:16]=[CH:17]/[C:18]#[N:19].S([O-])(O)=O.[Na+]>CN(C)C=O>[C:18]([C:17]1[C:16]([C:15]#[N:20])=[CH:11][C:6]2[C:5](=[CH:10][CH:9]=[CH:8][CH:7]=2)[CH:4]=1)#[N:19] |f:0.1,4.5|. Procedure details: One hundred grams (0.67 mole) of sodium iodide was added to a well-stirred solution of 42.2 g (0.1 mole) of α,α,α',α'-tetrabromo-o-xylene and 13.5 g (0.173 mole) of fumaronitrile in 400 ml of anhydrous N,N-dimethylformamide, and the resulting mixture was stirred at 75° C. for about 7 hours in an atmosphere of nitrogen. After the reaction, the mixture was poured into about 2 kg of ice, and thereto was slowly added sodium hydrogen sulfite until the red-brown colored aqueous solution turned to ligh... Starting materials: N#Cc1c[nH]c2ccc(CCNC(=O)c3ccc(-c4ccnc(Cl)n4)cc3)cc12, NCCCCCCN1CCCC1. Yields the product N#Cc1c[nH]c2ccc(CCNC(=O)c3ccc(-c4ccnc(NCCCCCCN5CCCC5)n4)cc3)cc12. RXN SMILES: [C:13](#[N:14])[c:15]1[cH:16][nH:17][c:18]2[cH:19][cH:20][c:21]([CH2:24][CH2:25][NH:26][C:27]([c:28]3[cH:29][cH:30][c:31](-[c:34]4[n:35][c:36]([Cl:40])[n:37][cH:38][cH:39]4)[cH:32][cH:33]3)=[O:41])[cH:22][c:23]12.[N:1]1([CH2:6][CH2:7][CH2:8][CH2:9][CH2:10][CH2:11][NH2:12])[CH2:2][CH2:3][CH2:4][CH2:5]1>>[N:1]1([CH2:6][CH2:7][CH2:8][CH2:9][CH2:10][CH2:11][NH:12][c:36]2[n:35][c:34](-[c:31]3[cH:30][cH:29][c:28]([C:27]([NH:26][CH2:25][CH2:24][c:21]4[cH:20][cH:19][c:18]5[nH:17][cH:16][c:15]([C:13]#[N:14])[c:23]5[cH:22]4)=[O:41])[cH:33][cH:32]3)[cH:39][cH:38][n:37]2)[CH2:2][CH2:3][CH2:4][CH2:5]1. Reactants: CC(C)(C)OC(=O)NN, CO, O=C1CCCC1. Product: CC(C)(C)OC(=O)NN=C1CCCC1. As a reaction SMILES: [C:7]([CH3:8])([CH3:9])([CH3:10])[O:11][C:12](=[O:13])[NH:14][NH2:15].[CH3:16][OH:17].[O:1]=[C:2]1[CH2:3][CH2:4][CH2:5][CH2:6]1>>[C:2]1(=[N:15][NH:14][C:12]([O:11][C:7]([CH3:8])([CH3:9])[CH3:10])=[O:13])[CH2:3][CH2:4][CH2:5][CH2:6]1. Starting materials: C1(CC1)C1=C2CC(N(C2=CC=C1B1OC(C(O1)(C)C)(C)C)C)=O (4-cyclopropyl-1-methyl-5-(4,4,5,5-tetramethyl-[1,3,2]dioxaborolan-2-yl)-1,3-dihydro-indol-2-one), PPh3 Pd(0), Example 40d, BrC=1C=NC=C(C1)Br (3,5-dibromopyridine), COCCOC (1,2-dimethoxyethane), C([O-])([O-])=O.[Na+].[Na+] (sodium carbonate), polystyrene triphenylphosphine palladium (0). The reagents and catalysts are C=1C=CC(=CC1)[P](C=2C=CC=CC2)(C=3C=CC=CC3)[Pd]([P](C=4C=CC=CC4)(C=5C=CC=CC5)C=6C=CC=CC6)([P](C=7C=CC=CC7)(C=8C=CC=CC8)C=9C=CC=CC9)[P](C=1C=CC=CC1)(C=1C=CC=CC1)C=1C=CC=CC1 (tetrakis(triphenylphosphine)palladium(0)). Run in ClCCl (dichloromethane). Conditions: temperature 120 celsius. The product is BrC=1C=C(C=NC1)C=1C(=C2CC(N(C2=CC1)C)=O)C1CC1 (5-(5-bromo-pyridin-3-yl)-4-cyclopropyl-1-methyl-1,3-dihydro-indol-2-one). RXN SMILES: [CH:1]1([C:4]2[C:12](B3OC(C)(C)C(C)(C)O3)=[CH:11][CH:10]=[C:9]3[C:5]=2[CH2:6][C:7](=[O:23])[N:8]3[CH3:22])[CH2:3][CH2:2]1.[Br:24][C:25]1[CH:26]=[N:27][CH:28]=[C:29](Br)[CH:30]=1.COCCOC.C(=O)([O-])[O-].[Na+].[Na+]>ClCCl.C1C=CC([P]([Pd]([P](C2C=CC=CC=2)(C2C=CC=CC=2)C2C=CC=CC=2)([P](C2C=CC=CC=2)(C2C=CC=CC=2)C2C=CC=CC=2)[P](C2C=CC=CC=2)(C2C=CC=CC=2)C2C=CC=CC=2)(C2C=CC=CC=2)C2C=CC=CC=2)=CC=1>[Br:24][C:25]1[CH:30]=[C:29]([C:12]2[C:4]([CH:1]3[CH2:2][CH2:3]3)=[C:5]3[C:9](=[CH:10][CH:11]=2)[N:8]([CH3:22])[C:7](=[O:23])[CH2:6]3)[CH:28]=[N:27][CH:26]=1 |f:3.4.5,^1:50,52,71,90|. Procedure details: To 4-cyclopropyl-1-methyl-5-(4,4,5,5-tetramethyl-[1,3,2]dioxaborolan-2-yl)-1,3-dihydro-indol-2-one, prepared as described in Example 40d (50 mg, 0.16 mmol) was added 3,5-dibromopyridine (CAS#625-92-3, 113 mg, 0.479 mmol), 1,2-dimethoxyethane (1.5 mL), and 2 M aqueous sodium carbonate (0.2 mL, 0.4 mmol). The reaction mixture was degassed and placed under an argon atmosphere, at which time resin bound tetrakis(triphenylphosphine)palladium(0), specifically polystyrene triphenylphosphine palladium (... Starting materials: NC1=CC=C(C=N1)OC1=CC=NC2=CC(=C(C=C12)OC)OCC1CCN(CC1)C(=O)OC(C)(C)C (tert-butyl 4-(((4-((6-aminopyridin-3-yl)oxy)-6-methoxyquinolin-7-yl)oxy)methyl)piperidine-1-carboxylate), BrC=1N=C(SC1)C(=O)Cl (4-bromothiazole-2-carbonyl chloride), BrC=1N=C(SC1)C(=O)O (4-bromothiazole-2-carboxylic acid). Yields the product BrC=1N=C(SC1)C(=O)NC1=NC=C(C=C1)OC1=CC=NC2=CC(=C(C=C12)OC)OCC1CCNCC1 (4-bromo-N-(5-((6-methoxy-7-(piperidin-4-ylmethoxy)quinolin-4-yl)oxy)pyridin-2-yl)thiazole-2-carboxamide). RXN SMILES: [NH2:1][C:2]1[N:7]=[CH:6][C:5]([O:8][C:9]2[C:18]3[C:13](=[CH:14][C:15]([O:21][CH2:22][CH:23]4[CH2:28][CH2:27][N:26](C(OC(C)(C)C)=O)[CH2:25][CH2:24]4)=[C:16]([O:19][CH3:20])[CH:17]=3)[N:12]=[CH:11][CH:10]=2)=[CH:4][CH:3]=1.[Br:36][C:37]1[N:38]=[C:39]([C:42](Cl)=[O:43])[S:40][CH:41]=1.BrC1N=C(C(O)=O)SC=1>>[Br:36][C:37]1[N:38]=[C:39]([C:42]([NH:1][C:2]2[CH:3]=[CH:4][C:5]([O:8][C:9]3[C:18]4[C:13](=[CH:14][C:15]([O:21][CH2:22][CH:23]5[CH2:24][CH2:25][NH:26][CH2:27][CH2:28]5)=[C:16]([O:19][CH3:20])[CH:17]=4)[N:12]=[CH:11][CH:10]=3)=[CH:6][N:7]=2)=[O:43])[S:40][CH:41]=1. Procedure details: Following the general procedure reported in Preparative Example 16 Step 5 X15 was prepared from tert-butyl 4-(((4-((6-aminopyridin-3-yl)oxy)-6-methoxyquinolin-7-yl)oxy)methyl)piperidine-1-carboxylate and 4-bromothiazole-2-carbonyl chloride, which was prepared similar to Preparative Example 16 step 4 from commercially available 4-bromothiazole-2-carboxylic acid. 1H NMR (400 MHz, d6-DMSO, 300K) δ 1.53 (m, 2H), 1.98 (d, J=12.5 Hz, 2H), 2.18 (m, 1H), 2.95 (m, 2H), 3.33 (m, 2H), 3.94 (s, 3H), 4.08 (d...